This data is from the Open Reaction Database (ORD), a public repository of structured organic reaction records. The task is: describe an organic reaction: reactants, conditions, products, and yield Yield: 37.2%. Reactants: C1(CCCCC1)P(C1=C(C=CC=C1)C1=CC=CC=C1)C1CCCCC1 (2-(dicyclohexylphosphino)biphenyl), C(C)OC=1C=C(C=CC1OS(=O)(=O)C(F)(F)F)\C=C(\C(=O)OCC)/CC (ethyl 2-[1-(3-ethoxy-4-trifluoromethanesulfonyloxyphenyl)meth-(E)-ylidene]butyrate), CNC1=CC(=CC=C1)B1OC(C(O1)(C)C)(C)C (methyl[3-(4,4,5,5-tetramethyl[1.3.2]dioxaborolan-2-yl)phenyl]amine), P(=O)([O-])([O-])[O-].[K+].[K+].[K+] (potassium phosphate). Reagents/catalysts: C(C)(=O)[O-].[Pd+2].C(C)(=O)[O-] (palladium acetate). Conditions: temperature 92.5 celsius. Reaction SMILES: C1(P(C2CCCCC2)C2C=CC=CC=2C2C=CC=CC=2)CCCCC1.[CH2:26]([O:28][C:29]1[CH:30]=[C:31](/[CH:43]=[C:44](\[CH2:50][CH3:51])/[C:45]([O:47][CH2:48][CH3:49])=[O:46])[CH:32]=[CH:33][C:34]=1OS(C(F)(F)F)(=O)=O)[CH3:27].[CH3:52][NH:53][C:54]1[CH:59]=[CH:58][CH:57]=[C:56](B2OC(C)(C)C(C)(C)O2)[CH:55]=1.P([O-])([O-])([O-])=O.[K+].[K+].[K+]>CN(C)C=O.[Cl-].[NH4+].C([O-])(=O)C.[Pd+2].C([O-])(=O)C>[CH2:26]([O:28][C:29]1[CH:30]=[C:31](/[CH:43]=[C:44](\[CH2:50][CH3:51])/[C:45]([O:47][CH2:48][CH3:49])=[O:46])[CH:32]=[CH:33][C:34]=1[C:56]1[CH:57]=[CH:58][CH:59]=[C:54]([NH:53][CH3:52])[CH:55]=1)[CH3:27] |f:3.4.5.6,8.9,10.11.12|. Solvent: CN(C=O)C (dimethylformamide), [Cl-].[NH4+] (ammonium chloride). Procedure details: 45 mg (0.2 mmol) of palladium acetate and then 140 mg (0.4 mmol) of 2-(dicyclohexylphosphino)biphenyl are added to a mixture of 1.7 g (4 mmol) of ethyl 2-[1-(3-ethoxy-4-trifluoromethanesulfonyloxyphenyl)meth-(E)-ylidene]butyrate, 1.1 g (4.8 mmol) of methyl[3-(4,4,5,5-tetramethyl[1.3.2]dioxaborolan-2-yl)phenyl]amine (prepared according to Example 28a) and 2 mL of aqueous 2 M potassium phosphate solution in 8 mL of dimethylformamide. The reaction mixture is heated at 90-95° C. for 3 hours. The rea... The product is C(C)OC1=C(C=CC(=C1)\C=C(\C(=O)OCC)/CC)C1=CC(=CC=C1)NC (ethyl 2-[1-(2-ethoxy-3′-methylaminobiphenyl-4-yl)meth-(E)-ylidene]butyrate). The reactants are ClC1=CC(=C(C=N1)C=1C(C2C3CCC(C2C1OC)O3)=O)C (4-(6-chloro-4-methyl-pyridin-3-yl)-5-methoxy-10-oxa-tricyclo[5.2.1.0*2,6*]dec-4-en-3-one), Cl (HCl), resultant solution. Run in CC(=O)C (acetone). Reaction conditions: time 30 minute. The product is ClC1=CC(=C(C=N1)C1C(C2C3CCC(C2C1=O)O3)=O)C (4-(6-chloro-4-methyl-pyridin-3-yl)-10-oxa-tricyclo[5.2.1.0*2,6*]decane-3,5-dione). The yield is 91.6%. As a reaction SMILES: [Cl:1][C:2]1[N:7]=[CH:6][C:5]([C:8]2[C:9](=[O:20])[CH:10]3[CH:15]([C:16]=2[O:17]C)[CH:14]2[O:19][CH:11]3[CH2:12][CH2:13]2)=[C:4]([CH3:21])[CH:3]=1.Cl>CC(C)=O>[Cl:1][C:2]1[N:7]=[CH:6][C:5]([CH:8]2[C:9](=[O:20])[CH:10]3[CH:15]([CH:14]4[O:19][CH:11]3[CH2:12][CH2:13]4)[C:16]2=[O:17])=[C:4]([CH3:21])[CH:3]=1. Procedure details: To a solution of 4-(6-chloro-4-methyl-pyridin-3-yl)-5-methoxy-10-oxa-tricyclo[5.2.1.0*2,6*]dec-4-en-3-one (119 mg) in acetone (1 ml) in a microwave vial is added 2N HCl (0.6 ml) and the resultant solution is heated to 130° C. by microwave irradiation, with stirring, for 30 minutes. The crude reaction mixture is quenched with sodium hydrogen carbonate until the cessation of effervescence, and the reaction partitioned between ethyl acetate (40 ml) and saturated aqueous ammonium chloride (40 ml). T... Starting materials: CC(=O)O, COC(=O)CNCc1ccc(-c2cncc(-c3cc(-c4cccc(C)n4)nc4[nH]ccc34)c2)cc1, CO, [Na+], [OH-], O. The product is Cc1cccc(-c2cc(-c3cncc(-c4ccc(CNCC(=O)O)cc4)c3)c3cc[nH]c3n2)n1. Reaction SMILES: [C:39]([OH:40])(=[O:41])[CH3:42].[CH3:1][O:2][C:3]([CH2:4][NH:5][CH2:6][c:7]1[cH:8][cH:9][c:10](-[c:13]2[cH:14][n:15][cH:16][c:17](-[c:19]3[c:20]4[c:21]([n:22][c:23](-[c:25]5[n:26][c:27]([CH3:31])[cH:28][cH:29][cH:30]5)[cH:24]3)[nH:32][cH:33][cH:34]4)[cH:18]2)[cH:11][cH:12]1)=[O:35].[CH3:43][OH:44].[Na+:37].[OH-:36].[OH2:38]>>[O:2]=[C:3]([CH2:4][NH:5][CH2:6][c:7]1[cH:8][cH:9][c:10](-[c:13]2[cH:14][n:15][cH:16][c:17](-[c:19]3[c:20]4[c:21]([n:22][c:23](-[c:25]5[n:26][c:27]([CH3:31])[cH:28][cH:29][cH:30]5)[cH:24]3)[nH:32][cH:33][cH:34]4)[cH:18]2)[cH:11][cH:12]1)[OH:35]. The reactants are BrBr (Bromine), C(=O)(O)C=1C=C2CC(C(C2=CC1)=O)C (5-carboxy-2-methylindan-1-one). Run in C(C)(=O)O (acetic acid). Run at time 30 minute. Product: BrC1(C(C2=CC=C(C=C2C1)C(=O)O)=O)C (2-bromo-5-carboxy-2-methylindan-1-one). As a reaction SMILES: [Br:1]Br.[C:3]([C:6]1[CH:7]=[C:8]2[C:12](=[CH:13][CH:14]=1)[C:11](=[O:15])[CH:10]([CH3:16])[CH2:9]2)([OH:5])=[O:4]>C(O)(=O)C>[Br:1][C:10]1([CH3:16])[CH2:9][C:8]2[C:12](=[CH:13][CH:14]=[C:6]([C:3]([OH:5])=[O:4])[CH:7]=2)[C:11]1=[O:15]. Procedure details: Bromine (0.57 ml) was added dropwise during 15 minutes to a stirred solution of 5-carboxy-2-methylindan-1-one (2 g) in acetic acid (75 ml) at 35° C. The solution was stirred for a further 30 minutes then evaporated to low volume under reduced pressure and the residue was diluted with water to give 2-bromo-5-carboxy-2-methylindan-1-one, m.p. 203°-205° C. (from acetic acid). Reactants: C(C)(C)C=1C(NC(NC1SC1=CC(=CC(=C1)C)C)=O)=O (5-Isopropyl-6-(3,5-dimethylphenyl)thio-2,4-pyrimidinedione), C(C1=CC=CC=C1)Br (benzyl bromide). Yields the product C(C1=CC=CC=C1)N1C(NC(C(=C1SC1=CC(=CC(=C1)C)C)C(C)C)=O)=O (1-Benzyl-5-isopropyl-6-(3,5-dimethylphenyl)thio-2,4-pyrimidinedione). Yield: 79.0%. Reaction SMILES: [CH:1]([C:4]1[C:5](=[O:20])[NH:6][C:7](=[O:19])[NH:8][C:9]=1[S:10][C:11]1[CH:16]=[C:15]([CH3:17])[CH:14]=[C:13]([CH3:18])[CH:12]=1)([CH3:3])[CH3:2].[CH2:21](Br)[C:22]1[CH:27]=[CH:26][CH:25]=[CH:24][CH:23]=1>>[CH2:21]([N:8]1[C:9]([S:10][C:11]2[CH:12]=[C:13]([CH3:18])[CH:14]=[C:15]([CH3:17])[CH:16]=2)=[C:4]([CH:1]([CH3:3])[CH3:2])[C:5](=[O:20])[NH:6][C:7]1=[O:19])[C:22]1[CH:27]=[CH:26][CH:25]=[CH:24][CH:23]=1. Procedure details: 5-Isopropyl-6-(3,5-dimethylphenyl)thio-2,4-pyrimidinedione and benzyl bromide were reacted by the same way with the example 1 to obtain the titled compound (300 mg, yield: 79.0%).